This data is from the Open Reaction Database (ORD), a public repository of structured organic reaction records. The task is: describe an organic reaction: reactants, conditions, products, and yield The reactants are OCCCCNC(=O)C=1SC2=C(N1)C=CC=C2 (N-(4-hydroxybutyl)benzothiazole-2-carboxamide), S1C=NC2=C1CC(CC2)N (4,5,6,7-tetrahydro-benzothiazol-6-yl-amine), CCN(C(C)C)C(C)C (DIPEA), [I-].C(#N)C[P+](C)(C)C (cyanomethyltrimethylphosphonium iodide), C(=O)(O)[O-].[Na+] (NaHCO3). The solvent is C(CC)#N (propionitrile), C(Cl)Cl (CH2Cl2). Conditions: temperature 90 celsius. The product is S1C=NC2=C1CC(CC2)NCCCCNC(=O)C=2SC1=C(N2)C=CC=C1 (N-(4-(4,5,6,7-tetrahydrobenzothiazol-6-ylamino)butyl)benzothiazole-2-carboxamide). Reaction SMILES: O[CH2:2][CH2:3][CH2:4][CH2:5][NH:6][C:7]([C:9]1[S:10][C:11]2[CH:17]=[CH:16][CH:15]=[CH:14][C:12]=2[N:13]=1)=[O:8].[S:18]1[C:22]2[CH2:23][CH:24]([NH2:27])[CH2:25][CH2:26][C:21]=2[N:20]=[CH:19]1.CCN(C(C)C)C(C)C.[I-].C(C[P+](C)(C)C)#N.C([O-])(O)=O.[Na+]>C(#N)CC.C(Cl)Cl>[S:18]1[C:22]2[CH2:23][CH:24]([NH:27][CH2:2][CH2:3][CH2:4][CH2:5][NH:6][C:7]([C:9]3[S:10][C:11]4[CH:17]=[CH:16][CH:15]=[CH:14][C:12]=4[N:13]=3)=[O:8])[CH2:25][CH2:26][C:21]=2[N:20]=[CH:19]1 |f:3.4,5.6|. Procedure: To a solution of 339 mg (1.4 mmol) N-(4-hydroxybutyl)benzothiazole-2-carboxamide, 198 mg (1.2 mmol) 4,5,6,7-tetrahydro-benzothiazol-6-yl-amine and 210 mg (1.6 mmol) DIPEA in 6 mL of propionitrile is added 0.39 g (1.6 mmol) cyanomethyltrimethylphosphonium iodide under argon. The mixture is heated for 2 hours at 90° C. After cooling down to room temperature 10 mL of saturated NaHCO3 solution and 20 mL of CH2Cl2 are added. The organic phase is extracted with 10 mL of water three times. After drying... Starting materials: CCOC(C)=O, O=S(=O)(O)Cl, Nc1nc2ccccc2o1, [Na+], [Na+], O=C([O-])[O-], O=S(Cl)Cl. Yields the product Nc1nc2ccc(S(=O)(=O)Cl)cc2o1. As a reaction SMILES: [CH3:26][CH2:27][O:28][C:29](=[O:30])[CH3:31].[Cl:1][S:2](=[O:3])(=[O:4])[OH:5].[NH2:6][c:7]1[o:8][c:9]2[c:10]([n:11]1)[cH:12][cH:13][cH:14][cH:15]2.[Na+:20].[Na+:21].[O-:22][C:23](=[O:24])[O-:25].[S:16]([Cl:17])([Cl:18])=[O:19]>>[Cl:1][S:2](=[O:3])(=[O:5])[c:14]1[cH:13][cH:12][c:10]2[c:9]([o:8][c:7]([NH2:6])[n:11]2)[cH:15]1. Starting materials: CC(C)(C)OC(=O)NC1CCC(N)CC1, CCS(=O)c1ncc(C(=O)c2cc(F)c(C)cc2OC)c(N)n1. The product is COc1cc(C)c(F)cc1C(=O)c1cnc(NC2CCC(NC(=O)OC(C)(C)C)CC2)nc1N. RXN SMILES: [C:24]([CH3:25])([CH3:26])([CH3:27])[O:28][C:29]([NH:30][CH:31]1[CH2:32][CH2:33][CH:34]([NH2:37])[CH2:35][CH2:36]1)=[O:38].[NH2:1][c:2]1[n:3][c:4]([S:20]([CH2:21][CH3:22])=[O:23])[n:5][cH:6][c:7]1[C:8](=[O:9])[c:10]1[c:11]([O:18][CH3:19])[cH:12][c:13]([CH3:17])[c:14]([F:16])[cH:15]1>>[NH2:1][c:2]1[n:3][c:4]([NH:37][CH:34]2[CH2:33][CH2:32][CH:31]([NH:30][C:29]([O:28][C:24]([CH3:25])([CH3:26])[CH3:27])=[O:38])[CH2:36][CH2:35]2)[n:5][cH:6][c:7]1[C:8](=[O:9])[c:10]1[c:11]([O:18][CH3:19])[cH:12][c:13]([CH3:17])[c:14]([F:16])[cH:15]1.